From a dataset of the Open Reaction Database (ORD), a public repository of structured organic reaction records. describe an organic reaction: reactants, conditions, products, and yield The reactants are COc1c(C)c2c(c(OC(N)=O)c1CC=C(C)CCC(=O)O)C(=O)OC2, C1CCOC1, C(=NC1CCCCC1)=NC1CCCCC1, OCCN1CCOCC1. Yields the product COc1c(C)c2c(c(OC(N)=O)c1CC=C(C)CCC(=O)OCCN1CCOCC1)C(=O)OC2. As a reaction SMILES: [C:1]([NH2:2])(=[O:3])[O:4][c:5]1[c:6]2[c:10]([c:11]([CH3:25])[c:12]([O:23][CH3:24])[c:13]1[CH2:14][CH:15]=[C:16]([CH2:17][CH2:18][C:19](=[O:20])[OH:21])[CH3:22])[CH2:9][O:8][C:7]2=[O:26].[CH2:51]1[O:52][CH2:53][CH2:54][CH2:55]1.[CH:27]1([N:28]=[C:29]=[N:30][CH:31]2[CH2:32][CH2:33][CH2:34][CH2:35][CH2:36]2)[CH2:37][CH2:38][CH2:39][CH2:40][CH2:41]1.[OH:42][CH2:43][CH2:44][N:45]1[CH2:46][CH2:47][O:48][CH2:49][CH2:50]1>>[C:1]([NH2:2])(=[O:3])[O:4][c:5]1[c:6]2[c:10]([c:11]([CH3:25])[c:12]([O:23][CH3:24])[c:13]1[CH2:14][CH:15]=[C:16]([CH2:17][CH2:18][C:19](=[O:20])[O:21][CH2:43][CH2:44][N:45]1[CH2:46][CH2:47][O:48][CH2:49][CH2:50]1)[CH3:22])[CH2:9][O:8][C:7]2=[O:26]. Starting materials: CN1CCc2[nH]c3ccc(Cl)cc3c2CC1, O=C(CCl)Nc1ccccc1, [Cu]I, [K+], [K+], [K+], CN(C)C=O, O=C(O)C1CCCN1, O=P([O-])([O-])[O-]. Yields the product CN1CCc2c(n(CC(=O)Nc3ccccc3)c3ccc(Cl)cc23)CC1. Reaction SMILES: [Cl:1][c:2]1[cH:3][c:4]2[c:5]3[c:6]([nH:7][c:8]2[cH:9][cH:10]1)[CH2:11][CH2:12][N:13]([CH3:16])[CH2:14][CH2:15]3.[Cl:33][CH2:34][C:35](=[O:36])[NH:37][c:38]1[cH:39][cH:40][cH:41][cH:42][cH:43]1.[Cu:44][I:45].[K+:30].[K+:31].[K+:32].[O:46]=[CH:47][N:48]([CH3:49])[CH3:50].[OH:17][C:18]([CH:19]1[NH:20][CH2:21][CH2:22][CH2:23]1)=[O:24].[P:25]([O-:26])([O-:27])([O-:28])=[O:29]>>[Cl:1][c:2]1[cH:3][c:4]2[c:5]3[c:6]([n:7]([CH2:34][C:35](=[O:36])[NH:37][c:38]4[cH:39][cH:40][cH:41][cH:42][cH:43]4)[c:8]2[cH:9][cH:10]1)[CH2:11][CH2:12][N:13]([CH3:16])[CH2:14][CH2:15]3. Reactants: [Cl-].[Na+] (sodium chloride), C(C)(C)(C)OC(=O)N1CCN(CC1)C1=NC2=CC=CC=C2N=C1Cl (4-(3-Chloro-quinoxalin-2-yl)-piperazine-1-carboxylic acid tert-butyl ester), [OH-].[Na+] (sodium hydroxide). Run in C(C)(C)(C)OC (methyl tert-butyl ether), O (water), CS(=O)C (DMSO), O (water). Yields the product C(C)(C)(C)OC(=O)N1CCN(CC1)C1=NC2=CC=CC=C2NC1=O (4-(3-Oxo-3,4-dihydro-quinoxalin-2-yl)-piperazine-1-carboxylic acid tert-butyl ester). Reaction SMILES: [C:1]([O:5][C:6]([N:8]1[CH2:13][CH2:12][N:11]([C:14]2[C:23](Cl)=[N:22][C:21]3[C:16](=[CH:17][CH:18]=[CH:19][CH:20]=3)[N:15]=2)[CH2:10][CH2:9]1)=[O:7])([CH3:4])([CH3:3])[CH3:2].[OH-:25].[Na+].[Cl-].[Na+]>C(OC)(C)(C)C.O.CS(C)=O>[C:1]([O:5][C:6]([N:8]1[CH2:13][CH2:12][N:11]([C:14]2[C:23](=[O:25])[NH:22][C:21]3[C:16](=[CH:17][CH:18]=[CH:19][CH:20]=3)[N:15]=2)[CH2:10][CH2:9]1)=[O:7])([CH3:4])([CH3:3])[CH3:2] |f:1.2,3.4|. Procedure details: 4-(3-Chloro-quinoxalin-2-yl)-piperazine-1-carboxylic acid tert-butyl ester (10.0 g, 28.7 mmol; from Step 1) was added to a mixture of sodium hydroxide (40 g), water (40 g) and DMSO (40 g) at 100° C. After being stirred for 1 h at this temperature, water (200 g) and methyl tert-butyl ether (1000 g) and sodium chloride (50 g) were added. The crystals formed from the organic layer were collected by filtration and dried. This furnished 4.0 g (42%) of the title compound as white crystals. 1H NMR anal... Procedure: To a solution of 3-chloro-2-nitrobenzoic acid (1 mmol) and aminomethylenediethyl phosphonate (1.1 mmol) in dichloromethane (5 mL)was added diisopropylethylamine (5 mmol) followed by pyBOP (1.5 mmol). The reaction was stirred at room temperature for 3 h and concentrated. The mixture was purified by chromatography to yield N-(diethylphosphonomethyl)-2-nitro-3-chlorobenzamide as a solid. Run at time 3 hour. The reactants are ClC=1C(=C(C(=O)O)C=CC1)[N+](=O)[O-] (3-chloro-2-nitrobenzoic acid), P1(OCCC(CCO1)N)=O (aminomethylenediethyl phosphonate), C(C)(C)N(CC)C(C)C (diisopropylethylamine). Reaction SMILES: [Cl:1][C:2]1[C:3]([N+:11]([O-:13])=[O:12])=[C:4]([CH:8]=[CH:9][CH:10]=1)[C:5]([OH:7])=O.[PH:14]1(=[O:23])[O:21][CH2:20][CH2:19]C(N)[CH2:17][CH2:16][O:15]1.[CH:24]([N:27](C(C)C)CC)(C)C>ClCCl>[CH2:20]([O:21][P:14]([CH2:24][NH:27][C:5](=[O:7])[C:4]1[CH:8]=[CH:9][CH:10]=[C:2]([Cl:1])[C:3]=1[N+:11]([O-:13])=[O:12])([O:15][CH2:16][CH3:17])=[O:23])[CH3:19]. The solvent is ClCCl (dichloromethane). Product: C(C)OP(=O)(OCC)CNC(C1=C(C(=CC=C1)Cl)[N+](=O)[O-])=O (N-(diethylphosphonomethyl)-2-nitro-3-chlorobenzamide). Solvent: CC(=O)C (acetone). The reactants are BrCC(=O)OC (methyl bromoacetate), [I-].[K+] (potassium iodide), OC1=CC=C(C=C1)C1=CC=C(C=C1)[N+](=O)[O-] (4′-hydroxy-4-nitro-biphenyl), C([O-])([O-])=O.[K+].[K+] (Potassium carbonate). Product: COC(COC1=CC=C(C=C1)C1=CC=C(C=C1)[N+](=O)[O-])=O ((4′-nitro-biphenyl-4-yloxy)-acetic acid methyl ester). RXN SMILES: [OH:1][C:2]1[CH:7]=[CH:6][C:5]([C:8]2[CH:13]=[CH:12][C:11]([N+:14]([O-:16])=[O:15])=[CH:10][CH:9]=2)=[CH:4][CH:3]=1.Br[CH2:18][C:19]([O:21][CH3:22])=[O:20].[I-].[K+].C(=O)([O-])[O-].[K+].[K+]>CC(C)=O>[CH3:22][O:21][C:19](=[O:20])[CH2:18][O:1][C:2]1[CH:3]=[CH:4][C:5]([C:8]2[CH:13]=[CH:12][C:11]([N+:14]([O-:16])=[O:15])=[CH:10][CH:9]=2)=[CH:6][CH:7]=1 |f:2.3,4.5.6|. Procedure details: A mixture of 4′-hydroxy-4-nitro-biphenyl (2.00 g, 7.51 mmol), prepared in the previous step, methyl bromoacetate (853 mL, 9.02 mmol) and potassium iodide (86 mg, 0.75 mmol) in 50 mL of acetone was stirred at room temperature until the mixture became cloudy. Potassium carbonate (2.26 g, 16.4 mmol) was added and the reaction refluxed overnight. The reaction was concentrated under reduced pressure and the residue partitioned between methylene chloride and water. The organic layer was separated, was... Starting materials: C(C)C(C/C(=C(/C(=O)[O-])\CC(CCCC)CC)/C(=O)[O-])CCCC (di-(2-ethylhexyl)-maleate), S(=O)(=O)(O)C(C(=O)[O-])CC(=O)[O-] (sulfosuccinate), C(C)O (ethanol), S(=O)([O-])OS(=O)[O-].[Na+].[Na+] (sodium disulfite), S(=O)([O-])[O-] (sulfite). Run in O (water). Run at temperature 104 celsius, time 10 minute. Product: C(C)C(CC(C(C(=O)[O-])S(=O)(=O)O)(C(=O)[O-])CC(CCCC)CC)CCCC.[Na+].[Na+] (Sodium di-(2-ethylhexyl)-sulfosuccinate). RXN SMILES: C([CH:3]([CH2:21][CH2:22][CH2:23]C)[CH2:4]/[C:5](/C([O-])=O)=[C:6](\[CH2:10][CH:11]([CH2:16][CH3:17])[CH2:12][CH2:13][CH2:14][CH3:15])/[C:7]([O-:9])=[O:8])C.S(OS([O-])=O)([O-])=O.[Na+:32].[Na+].S([O-])([O-])=O.[S:38]([CH:42](CC([O-])=O)[C:43]([O-:45])=[O:44])([OH:41])(=[O:40])=[O:39].[CH2:50](O)[CH3:51]>O>[CH2:50]([CH:4]([CH2:3][CH2:21][CH2:22][CH3:23])[CH2:5][C:6]([CH2:10][CH:11]([CH2:16][CH3:17])[CH2:12][CH2:13][CH2:14][CH3:15])([C:7]([O-:9])=[O:8])[CH:42]([S:38]([OH:41])(=[O:40])=[O:39])[C:43]([O-:45])=[O:44])[CH3:51].[Na+:32].[Na+:32] |f:1.2.3,8.9.10|. Reported procedure: 556 g (1.63 mol) di-(2-ethylhexyl)-maleate, 40 g Hydropalat 875, 160 g (0.84 mol) sodium disulfite and 194 g deionized water were introduced into a 1-liter four-necked flask equipped with a mechanical stirrer, heating system, reflux condenser and nitrogen inlet and were heated under reflux at 104° C. in a gentle stream of nitrogen until a clear solution was obtained (ca. 3 hours). After stirring for 10 minutes, no more sulfite could be detected in the product. On cooling, the product gelled/soli...